Dataset: the Open Reaction Database (ORD), a public repository of structured organic reaction records. Task: describe an organic reaction: reactants, conditions, products, and yield Reactants: BrBr, CC(=O)O, CC1CC(c2ncc3nccc-3[nH]2)CC(c2ccccc2)N1, Cl, O. Yields the product CC1CC(c2ncc3ncc(Br)c-3[nH]2)CC(c2ccccc2)N1, Cl. As a reaction SMILES: [Br:24][Br:25].[C:26]([OH:27])(=[O:28])[CH3:29].[CH3:2][CH:3]1[NH:4][CH:5]([c:18]2[cH:19][cH:20][cH:21][cH:22][cH:23]2)[CH2:6][CH:7]([c:9]2[n:10][cH:11][c:12]3[n:17][cH:16][cH:15][c:13]-3[nH:14]2)[CH2:8]1.[ClH:1].[OH2:30]>>[CH3:2][CH:3]1[NH:4][CH:5]([c:18]2[cH:19][cH:20][cH:21][cH:22][cH:23]2)[CH2:6][CH:7]([c:9]2[n:10][cH:11][c:12]3[n:17][cH:16][c:15]([Br:24])[c:13]-3[nH:14]2)[CH2:8]1.[ClH:1].